This data is from the Open Reaction Database (ORD), a public repository of structured organic reaction records. The task is: describe an organic reaction: reactants, conditions, products, and yield The reactants are C1CCOC1, COC(=O)C=C(C)C=Cc1c(-c2ccc(F)cc2)c2ccccc2n1C(C)C, [Cl-], [NH4+], [Na+], [OH-]. Product: COC(=O)CC(=O)C=Cc1c(-c2ccc(F)cc2)c2ccccc2n1C(C)C. As a reaction SMILES: [CH2:33]1[O:34][CH2:35][CH2:36][CH2:37]1.[CH3:1][O:2][C:3]([CH:4]=[C:5]([CH:6]=[CH:7][c:8]1[n:9]([CH:24]([CH3:25])[CH3:26])[c:10]2[cH:11][cH:12][cH:13][cH:14][c:15]2[c:16]1-[c:17]1[cH:18][cH:19][c:20]([F:23])[cH:21][cH:22]1)[CH3:27])=[O:28].[Cl-:32].[NH4+:29].[Na+:31].[OH-:30]>>[CH3:1][O:2][C:3]([CH2:4][C:5]([CH:6]=[CH:7][c:8]1[n:9]([CH:24]([CH3:25])[CH3:26])[c:10]2[cH:11][cH:12][cH:13][cH:14][c:15]2[c:16]1-[c:17]1[cH:18][cH:19][c:20]([F:23])[cH:21][cH:22]1)=[O:30])=[O:28]. Starting materials: C(CC)OC1=C(C=C(C(=O)O)C=C1)C=1NC(C(=C(N1)CC)CC)=O (4-n-Propoxy-3-(1,6-dihydro-4,5-diethyl-6-oxopyrimidin-2-yl)benzoic acid), CN1C(=CC=C1)CCN (2-(1-methylpyrrol-2-yl)ethylamine). Yields the product C(C)C=1N=C(NC(C1CC)=O)C=1C=C(C(=O)NCCC=2N(C=CC2)C)C=CC1OCCC (3-(4,5-Diethyl-1,6-dihydro-6-oxopyrimidin-2-yl)-N-(2-(1-methylpyrrol-2-yl)ethyl)-4-n-propoxybenzamide). As a reaction SMILES: [CH2:1]([O:4][C:5]1[CH:13]=[CH:12][C:8]([C:9]([OH:11])=O)=[CH:7][C:6]=1[C:14]1[NH:15][C:16](=[O:24])[C:17]([CH2:22][CH3:23])=[C:18]([CH2:20][CH3:21])[N:19]=1)[CH2:2][CH3:3].[CH3:25][N:26]1[CH:30]=[CH:29][CH:28]=[C:27]1[CH2:31][CH2:32][NH2:33]>>[CH2:20]([C:18]1[N:19]=[C:14]([C:6]2[CH:7]=[C:8]([CH:12]=[CH:13][C:5]=2[O:4][CH2:1][CH2:2][CH3:3])[C:9]([NH:33][CH2:32][CH2:31][C:27]2[N:26]([CH3:25])[CH:30]=[CH:29][CH:28]=2)=[O:11])[NH:15][C:16](=[O:24])[C:17]=1[CH2:22][CH3:23])[CH3:21]. Reported procedure: According to the same manner as that of example 89, the compound of example 58 was reacted with 2-(1-methylpyrrol-2-yl)ethylamine to give the compound of example 117. 1H NMR (DMSO-d6) δ: 12.01 (1H, br), 8.50 (1H, t), 8.12 (1H, d), 7.96 (1H, dd), 7.22 (1H, d), 4.08 (2H, t), 3.28 (2H, m), 2.98 (1H, m), 2.58 (2H, q), 2.47 (2H, q), 2.25 (3H, s), 2.13 (2H, m), 1.90 (2H, m), 1.75 (2H, m), 1.64 (2H, m), 1.45 (2H, m), 1.19 (3H, t), 1.04 (3H, t), 0.96 (3H, t).